This data is from the Open Reaction Database (ORD), a public repository of structured organic reaction records. The task is: describe an organic reaction: reactants, conditions, products, and yield Run at time 30 minute. RXN SMILES: [CH2:1]([O:3][C:4]([C:6]1[N:7]=[C:8](S(C)(=O)=O)[N:9]([CH3:21])[C:10](=[O:20])[C:11]=1[O:12][CH2:13][C:14]1[CH:19]=[CH:18][CH:17]=[CH:16][CH:15]=1)=[O:5])[CH3:2].[CH:26]([N:29](CC)C(C)C)(C)C.CN>C(#N)C.O1CCCC1>[CH2:1]([O:3][C:4]([C:6]1[N:7]=[C:8]([NH:29][CH3:26])[N:9]([CH3:21])[C:10](=[O:20])[C:11]=1[O:12][CH2:13][C:14]1[CH:19]=[CH:18][CH:17]=[CH:16][CH:15]=1)=[O:5])[CH3:2]. Yield: 303.5%. Procedure details: A solution of 2-methanesulfonyl-5-benzyloxy-1-methyl-6-oxo-1,6-dihydro-pyrimidine-4-carboxylic acid ethyl ester (1.180 g, 3.22 mmol) in acetonitrile (20 ml) was treated at 25° C. with N,N-diisopropylethylamine (1.5 ml, 0.87 mmol) followed by 4.8 ml (9.6 mmol) of a 2M solution of methylamine in tetrahydrofuran. After 30 min, the solvent was evaporated in vacuo and the residue was chromatographed on silica gel (elution toluene-ethyl acetate, 25:75) to give 0.838 g (82% yield) of the title ester as... Product: C(C)OC(=O)C=1N=C(N(C(C1OCC1=CC=CC=C1)=O)C)NC (5-Benzyloxy-1-methyl-2-methylamino-6-oxo-1,6-dihydro-pyrimidine-4-carboxylic acid ethyl ester). Run in C(C)#N (acetonitrile), O1CCCC1 (tetrahydrofuran). Reactants: C(C)OC(=O)C=1N=C(N(C(C1OCC1=CC=CC=C1)=O)C)S(=O)(=O)C (2-methanesulfonyl-5-benzyloxy-1-methyl-6-oxo-1,6-dihydro-pyrimidine-4-carboxylic acid ethyl ester), C(C)(C)N(C(C)C)CC (N,N-diisopropylethylamine), CN (methylamine), solution.